Dataset: the Open Reaction Database (ORD), a public repository of structured organic reaction records. Task: describe an organic reaction: reactants, conditions, products, and yield Starting materials: CC(C)(C)OC(=O)NC(=O)C1CCCCN1, Cl, C1COCCO1. Product: Cl, NC(=O)C1CCCCN1. RXN SMILES: [C:1]([O:2][C:3](=[O:4])[NH:8][C:9](=[O:10])[CH:11]1[NH:12][CH2:13][CH2:14][CH2:15][CH2:16]1)([CH3:5])([CH3:6])[CH3:7].[ClH:17].[O:18]1[CH2:19][CH2:20][O:21][CH2:22][CH2:23]1>>[ClH:17].[NH2:8][C:9](=[O:10])[CH:11]1[NH:12][CH2:13][CH2:14][CH2:15][CH2:16]1. Procedure: Stir 200 mg (0.47 mmol) 4-[3-(2-cyanoethoxy)propoxy]-5-(4-methoxyphenyl)-6-phenylfuro[2,3-d]-pyrimidine, 804 mg (7.0 mmol) trimethylsilylazide and 174 mg (0.70 mmol) di-n-butyltin oxide in 10 ml toluene overnight at 80° C. Concentrate the mixture by evaporation, take up the residue in water and acidify with dilute hydrochloric acid. Next, extract with methylene chloride. Wash the organic extracts with sodium chloride solution, dry over magnesium sulphate and concentrate by evaporation. Purify th... Run in C1(=CC=CC=C1)C (toluene). Starting materials: C(CO)O (ethylene glycol), C(#N)CCOCCCOC=1C2=C(N=CN1)OC(=C2C2=CC=C(C=C2)OC)C2=CC=CC=C2 (4-[3-(2-cyanoethoxy)propoxy]-5-(4-methoxyphenyl)-6-phenylfuro[2,3-d]-pyrimidine), C[Si](C)(C)N=[N+]=[N-] (trimethylsilylazide), C(CCC)[Sn](CCCC)=O (di-n-butyltin oxide). As a reaction SMILES: [C:1]([CH2:3][CH2:4][O:5][CH2:6][CH2:7][CH2:8][O:9][C:10]1[C:11]2[C:18]([C:19]3[CH:24]=[CH:23][C:22]([O:25][CH3:26])=[CH:21][CH:20]=3)=[C:17]([C:27]3[CH:32]=[CH:31][CH:30]=[CH:29][CH:28]=3)[O:16][C:12]=2[N:13]=[CH:14][N:15]=1)#[N:2].C[Si]([N:37]=[N+:38]=[N-:39])(C)C.C([Sn](=O)CCCC)CCC.C(O)CO>C1(C)C=CC=CC=1>[CH3:26][O:25][C:22]1[CH:21]=[CH:20][C:19]([C:18]2[C:11]3[C:10]([O:9][CH2:8][CH2:7][CH2:6][O:5][CH2:4][CH2:3][C:1]4[NH:39][N:38]=[N:37][N:2]=4)=[N:15][CH:14]=[N:13][C:12]=3[O:16][C:17]=2[C:27]2[CH:32]=[CH:31][CH:30]=[CH:29][CH:28]=2)=[CH:24][CH:23]=1. The product is COC1=CC=C(C=C1)C1=C(OC=2N=CN=C(C21)OCCCOCCC2=NN=NN2)C2=CC=CC=C2 (5-(4-Methoxyphenyl)-6-phenyl-4-{3-[2-(1H-tetrazol-5-yl)ethoxy]propoxy}furo[2,3-d]pyrimidine). The reactants are FC1=CC=C(C=C1)[C@@H]1N2C(CC=C[C@@H]2CCC1)=O ((6R*,9aS*)-6-(4-fluorophenyl)-3,6,7,8,9,9a-hexahydroquinolizin-4-one), [H][H] (hydrogen). The reagents and catalysts are [Pt]=O (Platinum oxide). Run in CO (methanol). Yields the product FC1=CC=C(C=C1)[C@@H]1N2C(CCC[C@@H]2CCC1)=O ((6R*,9aS*)-6-(4-fluorophenyl)octahydroquinolizin-4-one). Yield: 99.2%. Reaction SMILES: [F:1][C:2]1[CH:7]=[CH:6][C:5]([C@H:8]2[CH2:17][CH2:16][CH2:15][C@@H:14]3[N:9]2[C:10](=[O:18])[CH2:11][CH:12]=[CH:13]3)=[CH:4][CH:3]=1.[H][H]>CO.[Pt]=O>[F:1][C:2]1[CH:7]=[CH:6][C:5]([C@H:8]2[CH2:17][CH2:16][CH2:15][C@@H:14]3[N:9]2[C:10](=[O:18])[CH2:11][CH2:12][CH2:13]3)=[CH:4][CH:3]=1. Procedure details: Platinum oxide (10 mg) was added to a solution of (6R*,9aS*)-6-(4-fluorophenyl)-3,6,7,8,9,9a-hexahydroquinolizin-4-one (550 mg) in methanol (5 mL), and the reaction solution was stirred in a hydrogen stream at room temperature for three hours. The reaction solution was filtered through celite, and the filtrate was concentrated under reduced pressure to obtain 550 mg of the title compound. The property values of the compound are as follows. Reaction SMILES: [Al+3:2].[H-:1].[H-:4].[H-:5].[H-:6].[Li+:3].[Na+:35].[O:7]1[CH2:8][CH2:9][CH2:10][CH2:11]1.[OH-:34].[OH2:36].[c:12]1(-[c:18]2[n:19][n:20]3[c:21]([c:30]2[C:31](=[O:32])[OH:33])-[c:22]2[cH:23][cH:24][cH:25][cH:26][c:27]2[CH2:28][CH2:29]3)[cH:13][cH:14][cH:15][cH:16][cH:17]1>>[c:12]1(-[c:18]2[n:19][n:20]3[c:21]([c:30]2[CH2:31][OH:32])-[c:22]2[cH:23][cH:24][cH:25][cH:26][c:27]2[CH2:28][CH2:29]3)[cH:13][cH:14][cH:15][cH:16][cH:17]1. Starting materials: [Al+3], [H-], [H-], [H-], [H-], [Li+], [Na+], C1CCOC1, [OH-], O, O=C(O)c1c(-c2ccccc2)nn2c1-c1ccccc1CC2. Product: OCc1c(-c2ccccc2)nn2c1-c1ccccc1CC2. Starting materials: CCOC(=O)C1=C(C=O)NC(C)=C(C(=O)OCCOCc2ccccc2)C1c1cccc([N+](=O)[O-])c1, CC(=O)[O-], CC(=O)O, Cl, NO, [Na+]. Yields the product CCOC(=O)C1=C(C=NO)NC(C)=C(C(=O)OCCOCc2ccccc2)C1c1cccc([N+](=O)[O-])c1. Reaction SMILES: [CH3:1][C:2]1=[C:7]([C:8](=[O:9])[O:10][CH2:11][CH2:12][O:13][CH2:14][c:15]2[cH:16][cH:17][cH:18][cH:19][cH:20]2)[CH:6]([c:21]2[cH:22][c:23]([N+:27](=[O:28])[O-:29])[cH:24][cH:25][cH:26]2)[C:5]([C:30](=[O:31])[O:32][CH2:33][CH3:34])=[C:4]([CH:35]=[O:36])[NH:3]1.[CH3:41][C:42](=[O:43])[O-:44].[CH3:45][C:46](=[O:47])[OH:48].[ClH:37].[NH2:38][OH:39].[Na+:40]>>[CH3:1][C:2]1=[C:7]([C:8](=[O:9])[O:10][CH2:11][CH2:12][O:13][CH2:14][c:15]2[cH:16][cH:17][cH:18][cH:19][cH:20]2)[CH:6]([c:21]2[cH:22][c:23]([N+:27](=[O:28])[O-:29])[cH:24][cH:25][cH:26]2)[C:5]([C:30](=[O:31])[O:32][CH2:33][CH3:34])=[C:4]([CH:35]=[N:38][OH:39])[NH:3]1. Starting materials: O=C(OO)c1cccc(Cl)c1, ClCCl, Fc1ccccc1C1=CCCCC1, [Na+], O=C([O-])O. The product is Fc1ccccc1C12CCCCC1O2. RXN SMILES: [Cl:19][c:20]1[cH:21][cH:22][cH:23][c:24]([C:25]([O:26][OH:27])=[O:28])[cH:29]1.[Cl:30][CH2:31][Cl:32].[F:1][c:2]1[c:3]([C:8]2=[CH:9][CH2:10][CH2:11][CH2:12][CH2:13]2)[cH:4][cH:5][cH:6][cH:7]1.[Na+:18].[O-:14][C:15]([OH:16])=[O:17]>>[F:1][c:2]1[c:3]([C:8]23[CH:9]([CH2:10][CH2:11][CH2:12][CH2:13]2)[O:14]3)[cH:4][cH:5][cH:6][cH:7]1.